The task is: describe an organic reaction: reactants, conditions, products, and yield. This data is from the Open Reaction Database (ORD), a public repository of structured organic reaction records. The reactants are S(=O)(=O)(C(F)(F)F)C1=CC=C(C=C1)CBr (4-triflyl-alpha-bromotoluene), C1(=CC=CC=C1)P(C1=CC=CC=C1)C1=CC=CC=C1 (triphenylphosphine). The solvent is C=1(C(=CC=CC1)C)C (xylene). The product is [Br-].S(=O)(=O)(C(F)(F)F)C1=CC=C(C[P+](C2=CC=CC=C2)(C2=CC=CC=C2)C2=CC=CC=C2)C=C1 (4-Triflylbenzyltriphenylphosphonium bromide). RXN SMILES: [S:1]([C:8]1[CH:13]=[CH:12][C:11]([CH2:14][Br:15])=[CH:10][CH:9]=1)([C:4]([F:7])([F:6])[F:5])(=[O:3])=[O:2].[C:16]1([P:22]([C:29]2[CH:34]=[CH:33][CH:32]=[CH:31][CH:30]=2)[C:23]2[CH:28]=[CH:27][CH:26]=[CH:25][CH:24]=2)[CH:21]=[CH:20][CH:19]=[CH:18][CH:17]=1>C1(C)C(C)=CC=CC=1>[Br-:15].[S:1]([C:8]1[CH:13]=[CH:12][C:11]([CH2:14][P+:22]([C:23]2[CH:24]=[CH:25][CH:26]=[CH:27][CH:28]=2)([C:29]2[CH:34]=[CH:33][CH:32]=[CH:31][CH:30]=2)[C:16]2[CH:17]=[CH:18][CH:19]=[CH:20][CH:21]=2)=[CH:10][CH:9]=1)([C:4]([F:7])([F:6])[F:5])(=[O:3])=[O:2] |f:3.4|. Procedure: A solution of 30.3 g (0.1 mole) of 4-triflyl-alpha-bromotoluene and 28.8 g (0.1 mole) of triphenylphosphine in xylene is heated at reflux for 19 hours. 4-Triflylbenzyltriphenylphosphonium bromide is then isolated by filtration, washed with additional portions of xylene, and dried. Solvent: CO.C(Cl)Cl (MeOH DCM). Yields the product BrC=1C=C(C(N(C1)C)=O)S(=O)(=O)N (5-bromo-1-methyl-2-oxo-1,2-dihydropyridine-3-sulfonamide), BrC=1C=C(C(=NC1)OC)S(=O)(=O)N (5-bromo-2-methoxypyridine-3-sulfonamide). Isolated yield 34.0%. Procedure details: To a solution of 5-bromo-2-hydroxypyridine-3-sulfonamide (0.5 g, 1.9 mmol) in MeOH/DCM (15 mL, 1:1) at −10° C. was added trimethylsilyldiazomethane solution (2 M, 1.97 mL, 3.9 mmol). Upon completion of addition, the reaction mixture was concentrated and the resulting residue was purified by column chromatography using methanol and CHCl3 to 5-bromo-1-methyl-2-oxo-1,2-dihydropyridine-3-sulfonamide yield 5-bromo-1-methyl-2-oxo-1,2-dihydropyridine-3-sulfonamide (280 mg, 53% yield) and 5-bromo-2-meth... Reactants: BrC=1C=C(C(=NC1)O)S(=O)(=O)N (5-bromo-2-hydroxypyridine-3-sulfonamide), C[Si](C)(C)C=[N+]=[N-] (trimethylsilyldiazomethane). As a reaction SMILES: [Br:1][C:2]1[CH:3]=[C:4]([S:9]([NH2:12])(=[O:11])=[O:10])[C:5]([OH:8])=[N:6][CH:7]=1.[CH3:13][Si](C=[N+]=[N-])(C)C>CO.C(Cl)Cl>[Br:1][C:2]1[CH:3]=[C:4]([S:9]([NH2:12])(=[O:11])=[O:10])[C:5](=[O:8])[N:6]([CH3:13])[CH:7]=1.[Br:1][C:2]1[CH:3]=[C:4]([S:9]([NH2:12])(=[O:11])=[O:10])[C:5]([O:8][CH3:13])=[N:6][CH:7]=1 |f:2.3|.